From a dataset of the Open Reaction Database (ORD), a public repository of structured organic reaction records. describe an organic reaction: reactants, conditions, products, and yield Reactants: N(=[N+]=[N-])C[C@H]1N(C[C@@H](C1)SC(C1=CC=CC=C1)(C1=CC=CC=C1)C1=CC=CC=C1)S(=O)(=O)C1=CC2=CC=CC=C2C=C1 ((2S,4R)-2-Azidomethyl-1-(naphthalene-2-sulfonyl)-4-tritylsulfanyl-pyrrolidine), C1(=CC=CC=C1)P(C1=CC=CC=C1)C1=CC=CC=C1 (triphenyl phosphine). The solvent is C1CCOC1 (THF), O (H2O), CCOC(=O)C (EtOAc). Yields the product C1=C(C=CC2=CC=CC=C12)S(=O)(=O)N1[C@@H](C[C@H](C1)SC(C1=CC=CC=C1)(C1=CC=CC=C1)C1=CC=CC=C1)CN ((2S,4R)-C-[1-(naphthalene-2-sulfonyl)-4-tritylsulfanyl-pyrrolidin-2-yl]-methylamine). Yield: 97.7%. As a reaction SMILES: [N:1]([CH2:4][C@@H:5]1[CH2:9][C@@H:8]([S:10][C:11]([C:24]2[CH:29]=[CH:28][CH:27]=[CH:26][CH:25]=2)([C:18]2[CH:23]=[CH:22][CH:21]=[CH:20][CH:19]=2)[C:12]2[CH:17]=[CH:16][CH:15]=[CH:14][CH:13]=2)[CH2:7][N:6]1[S:30]([C:33]1[CH:42]=[CH:41][C:40]2[C:35](=[CH:36][CH:37]=[CH:38][CH:39]=2)[CH:34]=1)(=[O:32])=[O:31])=[N+]=[N-].C1(P(C2C=CC=CC=2)C2C=CC=CC=2)C=CC=CC=1>C1COCC1.O.CCOC(C)=O>[CH:34]1[C:35]2[C:40](=[CH:39][CH:38]=[CH:37][CH:36]=2)[CH:41]=[CH:42][C:33]=1[S:30]([N:6]1[CH2:7][C@H:8]([S:10][C:11]([C:12]2[CH:13]=[CH:14][CH:15]=[CH:16][CH:17]=2)([C:18]2[CH:19]=[CH:20][CH:21]=[CH:22][CH:23]=2)[C:24]2[CH:29]=[CH:28][CH:27]=[CH:26][CH:25]=2)[CH2:9][C@H:5]1[CH2:4][NH2:1])(=[O:32])=[O:31]. Procedure details: 1.7 g (2.9 mmol) (2S,4R)-2-Azidomethyl-1-(naphthalene-2-sulfonyl)-4-tritylsulfanyl-pyrrolidine were treated with 2.3 g (8.8 mmol, 3 eq) of triphenyl phosphine in 12 ml THF and 0.5 ml H2O for 2 days at RT. The solution was diluted with EtOAc, extracted with H2O and aqueous saturated NaHCO3 solution, washed with brine, dried over Na2SO4 and evaporated. The residue was purified by flash chromatography on silica gel with CH2Cl2/MeOH 95:5 yielded 1.6 g (99%) (2S,4R)-C-[1-(naphthalene-2-sulfonyl)-4-tr... Reactants: CCOCC, CC(C)n1cnc2c([N+](=O)[O-])cc([N+](=O)[O-])nc21, NCc1ccccc1, CN(C)C=O. Product: CC(C)n1cnc2c(NCc3ccccc3)cc([N+](=O)[O-])nc21. As a reaction SMILES: [CH3:27][CH2:28][O:29][CH2:30][CH3:31].[N+:1](=[O:2])([O-:3])[c:4]1[cH:5][c:6]([N+:16]([O-:17])=[O:18])[c:7]2[c:8]([n:9]1)[n:10]([CH:13]([CH3:14])[CH3:15])[cH:11][n:12]2.[NH2:19][CH2:20][c:21]1[cH:22][cH:23][cH:24][cH:25][cH:26]1.[O:32]=[CH:33][N:34]([CH3:35])[CH3:36]>>[N+:1](=[O:2])([O-:3])[c:4]1[cH:5][c:6]([NH:16][CH2:20][c:21]2[cH:22][cH:23][cH:24][cH:25][cH:26]2)[c:7]2[c:8]([n:9]1)[n:10]([CH:13]([CH3:14])[CH3:15])[cH:11][n:12]2. Reactants: OCC(c1cccc(Br)n1)N1CCOCC1, O=C([O-])[O-], [K+], [K+], NC(=O)c1nc(-c2ccc(Cl)cc2)sc1N, O=C(C=Cc1ccccc1)C=Cc1ccccc1, O=C(C=Cc1ccccc1)C=Cc1ccccc1, O=C(C=Cc1ccccc1)C=Cc1ccccc1, [Pd], [Pd]. Product: NC(=O)c1nc(-c2ccc(Cl)cc2)sc1Nc1cccc(C(CO)N2CCOCC2)n1. RXN SMILES: [Br:23][c:24]1[cH:25][cH:26][cH:27][c:28]([CH:30]([CH2:31][OH:32])[N:33]2[CH2:34][CH2:35][O:36][CH2:37][CH2:38]2)[n:29]1.[C:17](=[O:18])([O-:19])[O-:20].[K+:21].[K+:22].[NH2:1][c:2]1[c:3]([C:14](=[O:15])[NH2:16])[n:4][c:5](-[c:7]2[cH:8][cH:9][c:10]([Cl:13])[cH:11][cH:12]2)[s:6]1.[O:41]=[C:42]([CH:43]=[CH:44][c:45]1[cH:46][cH:47][cH:48][cH:49][cH:50]1)[CH:51]=[CH:52][c:53]1[cH:54][cH:55][cH:56][cH:57][cH:58]1.[O:59]=[C:60]([CH:61]=[CH:62][c:63]1[cH:64][cH:65][cH:66][cH:67][cH:68]1)[CH:69]=[CH:70][c:71]1[cH:72][cH:73][cH:74][cH:75][cH:76]1.[O:77]=[C:78]([CH:79]=[CH:80][c:81]1[cH:82][cH:83][cH:84][cH:85][cH:86]1)[CH:87]=[CH:88][c:89]1[cH:90][cH:91][cH:92][cH:93][cH:94]1.[Pd:39].[Pd:40]>>[NH:1]([c:2]1[c:3]([C:14](=[O:15])[NH2:16])[n:4][c:5](-[c:7]2[cH:8][cH:9][c:10]([Cl:13])[cH:11][cH:12]2)[s:6]1)[c:24]1[cH:25][cH:26][cH:27][c:28]([CH:30]([CH2:31][OH:32])[N:33]2[CH2:34][CH2:35][O:36][CH2:37][CH2:38]2)[n:29]1. RXN SMILES: C([O:4][C:5]1[CH:6]=[C:7]2[C:12](=[CH:13][C:14]=1[CH3:15])[O:11][C:10]([CH2:17][O:18][C:19]1[CH:32]=[CH:31][C:22]([CH2:23][CH:24]3[S:28][C:27](=N)[NH:26][C:25]3=[O:30])=[CH:21][CH:20]=1)([CH3:16])[CH2:9][CH2:8]2)(=O)C.Cl.C[O:35]CCO>>[OH:4][C:5]1[CH:6]=[C:7]2[C:12](=[CH:13][C:14]=1[CH3:15])[O:11][C:10]([CH2:17][O:18][C:19]1[CH:20]=[CH:21][C:22]([CH2:23][CH:24]3[S:28][C:27](=[O:35])[NH:26][C:25]3=[O:30])=[CH:31][CH:32]=1)([CH3:16])[CH2:9][CH2:8]2. Yields the product OC=1C=C2CCC(OC2=CC1C)(C)COC1=CC=C(CC2C(NC(S2)=O)=O)C=C1 (5-[4-(6-Hydroxy-2,7-dimethylchroman-2-ylmethoxy)benzyl]thiazolidine-2,4-dione). Reported procedure: 170 mg of 5-[4-(6-acetoxy-2,7-dimethylchroman-2-ylmethoxy)benzyl]-2-iminothiazolidin-4-one (prepared as described in Example 5) were added to a mixture of 0.2 ml of 2N hydrochloric acid and 2 ml of ethylene glycol monomethyl ether, and the mixture was reacted at 95°-97° C. for 6 hours. It was then processed and purified as described in Example 1(a), except that the crude product, in the form of an oil, was subjected to column chromatography through silica gel, eluted with a 9:1 by volume mixture... Starting materials: C(C)(=O)OC=1C=C2CCC(OC2=CC1C)(C)COC1=CC=C(CC2C(NC(S2)=N)=O)C=C1 (5-[4-(6-Acetoxy-2,7-dimethylchroman-2-ylmethoxy)benzyl]-2-iminothiazolidin-4-one), Cl (hydrochloric acid), COCCO (ethylene glycol monomethyl ether). Reactants: Cc1ncccc1-c1cccc(C(=O)CC(=O)Nc2cc(F)ccc2NC(=O)OC(C)(C)C)c1, ClCCl, O=C(O)C(F)(F)F. Product: Cc1ncccc1-c1cccc(C2=Nc3ccc(F)cc3NC(=O)C2)c1. As a reaction SMILES: [C:1]([O:2][C:3](=[O:4])[NH:7][c:8]1[c:9]([NH:15][C:16]([CH2:17][C:18](=[O:5])[c:20]2[cH:21][c:22](-[c:26]3[c:27]([CH3:32])[n:28][cH:29][cH:30][cH:31]3)[cH:23][cH:24][cH:25]2)=[O:33])[cH:10][c:11]([F:14])[cH:12][cH:13]1)([CH3:6])([CH3:19])[CH3:34].[Cl:42][CH2:43][Cl:44].[F:35][C:36]([F:37])([F:38])[C:39]([OH:40])=[O:41]>>[N:7]1=[C:18]([c:20]2[cH:21][c:22](-[c:26]3[c:27]([CH3:32])[n:28][cH:29][cH:30][cH:31]3)[cH:23][cH:24][cH:25]2)[CH2:17][C:16](=[O:33])[NH:15][c:9]2[c:8]1[cH:13][cH:12][c:11]([F:14])[cH:10]2. The reactants are CCOC(=O)C.CCCCCC (EtOAc hexane), BrC=1C=CC(=NC1)C(O[C@H](C(=O)NCC#N)CC(C)C)C1=CC=CC=C1 ((2S)-2-[(5-bromopyridin-2-yl)(phenyl)methoxy]-N-(cyanomethyl)-4-methylpentanamide). The product is BrC=1C=CC(=[N+](C1)[O-])C(O[C@H](C(=O)NCC#N)CC(C)C)C1=CC=CC=C1 ((2S)-2-[(5-bromo-1-oxidopyridin-2-yl)(phenyl)methoxy]-N-(cyanomethyl)-4-methylpentanamide). As a reaction SMILES: [Br:1][C:2]1[CH:3]=[CH:4][C:5]([CH:8]([C:21]2[CH:26]=[CH:25][CH:24]=[CH:23][CH:22]=2)[O:9][C@@H:10]([CH2:17][CH:18]([CH3:20])[CH3:19])[C:11]([NH:13][CH2:14][C:15]#[N:16])=[O:12])=[N:6][CH:7]=1.CC[O:29]C(C)=O.CCCCCC>>[Br:1][C:2]1[CH:3]=[CH:4][C:5]([CH:8]([C:21]2[CH:22]=[CH:23][CH:24]=[CH:25][CH:26]=2)[O:9][C@@H:10]([CH2:17][CH:18]([CH3:19])[CH3:20])[C:11]([NH:13][CH2:14][C:15]#[N:16])=[O:12])=[N+:6]([O-:29])[CH:7]=1 |f:1.2|. Procedure details: Using the same procedure as described for example 40, (2S)-2-[(5-bromopyridin-2-yl)(phenyl)methoxy]-N-(cyanomethyl)-4-methylpentanamide (51 mg, 0.123 mmol) was oxidized to give the title compound after chromatography with 50% EtOAc/hexane.